Dataset: the Open Reaction Database (ORD), a public repository of structured organic reaction records. Task: describe an organic reaction: reactants, conditions, products, and yield Reactants: C, CN1CCN(c2c(F)c(NCc3ccccc3)c3c(=O)c(C(=O)O)cn(C4CC4)c3c2F)CC1, CC(=O)O, CCO, [Pd]. The product is CN1CCN(c2c(F)c(N)c3c(=O)c(C(=O)O)cn(C4CC4)c3c2F)CC1. RXN SMILES: [C:39].[CH2:1]([c:2]1[cH:3][cH:4][cH:5][cH:6][cH:7]1)[NH:8][c:9]1[c:10]2[c:11](=[O:34])[c:12]([C:31](=[O:32])[OH:33])[cH:13][n:14]([CH:28]3[CH2:29][CH2:30]3)[c:15]2[c:16]([F:27])[c:17]([N:20]2[CH2:21][CH2:22][N:23]([CH3:26])[CH2:24][CH2:25]2)[c:18]1[F:19].[CH3:35][C:36](=[O:37])[OH:38].[CH3:41][CH2:42][OH:43].[Pd:40]>>[NH2:8][c:9]1[c:10]2[c:11](=[O:34])[c:12]([C:31](=[O:32])[OH:33])[cH:13][n:14]([CH:28]3[CH2:29][CH2:30]3)[c:15]2[c:16]([F:27])[c:17]([N:20]2[CH2:21][CH2:22][N:23]([CH3:26])[CH2:24][CH2:25]2)[c:18]1[F:19]. The reactants are [OH-].[Li+] (lithium hydroxide), C(C)(C)(C)C1=C(C=CC(=C1)C(=C)C)N1CCN(CC1)C(C(=O)OCC)=O (ethyl {4-[2-tert-butyl-4-(1-methylethenyl)phenyl]piperazin-1-yl}(oxo)acetate), Cl (HCl). The solvent is C1CCOC1 (THF). Yields the product C(C)(C)(C)C1=C(C=CC(=C1)C(=C)C)N1CCN(CC1)C(C(=O)O)=O ({4-[2-tert-butyl-4-(1-methylethenyl)phenyl]piperazin-1-yl}(oxo)acetic acid). Yield: 109.2%. RXN SMILES: [C:1]([C:5]1[CH:10]=[C:9]([C:11]([CH3:13])=[CH2:12])[CH:8]=[CH:7][C:6]=1[N:14]1[CH2:19][CH2:18][N:17]([C:20](=[O:26])[C:21]([O:23]CC)=[O:22])[CH2:16][CH2:15]1)([CH3:4])([CH3:3])[CH3:2].[OH-].[Li+].Cl>C1COCC1>[C:1]([C:5]1[CH:10]=[C:9]([C:11]([CH3:13])=[CH2:12])[CH:8]=[CH:7][C:6]=1[N:14]1[CH2:19][CH2:18][N:17]([C:20](=[O:26])[C:21]([OH:23])=[O:22])[CH2:16][CH2:15]1)([CH3:2])([CH3:3])[CH3:4] |f:1.2|. Procedure details: To a stirred solution of ethyl {4-[2-tert-butyl-4-(1-methylethenyl)phenyl]piperazin-1-yl}(oxo)acetate (Example 166, 0.057 g, 0.158 mmol) in THF (5 mL) stirring at 0° C. was added 1 M lithium hydroxide solution (5 mL, 5 mmol). After 2 h the reaction mixture was acidified with 1 M HCl solution and extracted with ethyl acetate. The organic layer was washed with brine, dried over MgSO4, and the solvent was evaporated under reduced pressure to provide {4-[2-tert-butyl-4-(1-methylethenyl)phenyl]pipera... Starting materials: C1(CC1)CN1N=NC2=C1C=CC(=C2C(F)(F)F)C2=CC=C(C=C2)CN (1-{4-[1-(Cyclopropylmethyl)-4-(trifluoromethyl)-1H-benzotriazol-5-yl]phenyl}methanamine), F[B-](F)(F)F.N1(N=NC2=C1C=CC=C2)O[P+](N2CCCC2)(N2CCCC2)N2CCCC2 ((1H-benzotriazol-1-yloxy) (tripyrrolidin-1-yl) phosphonium tetrafluoroborate), C([C@@H](O)C)(=O)O (L-lactic acid), C(C)(C)N(C(C)C)CC (N,N-diisopropylethylamine). Solvent: ClCCl (dichloromethane). Conditions: time 15 minute. Yields the product C1(CC1)CN1N=NC2=C1C=CC(=C2C(F)(F)F)C2=CC=C(CNC([C@H](C)O)=O)C=C2 ((2S)—N-{4-[1-(cyclopropylmethyl)-4-(trifluoromethyl)-1H-benzotriazol-5-yl]benzyl}-2-hydroxypropanamide). As a reaction SMILES: [CH:1]1([CH2:4][N:5]2[C:9]3[CH:10]=[CH:11][C:12]([C:18]4[CH:23]=[CH:22][C:21]([CH2:24][NH2:25])=[CH:20][CH:19]=4)=[C:13]([C:14]([F:17])([F:16])[F:15])[C:8]=3[N:7]=[N:6]2)[CH2:3][CH2:2]1.[C:26](O)(=[O:30])[C@H:27]([CH3:29])[OH:28].C(N(CC)C(C)C)(C)C.F[B-](F)(F)F.N1(O[P+](N2CCCC2)(N2CCCC2)N2CCCC2)C2C=CC=CC=2N=N1>ClCCl>[CH:1]1([CH2:4][N:5]2[C:9]3[CH:10]=[CH:11][C:12]([C:18]4[CH:19]=[CH:20][C:21]([CH2:24][NH:25][C:26](=[O:30])[C@@H:27]([OH:28])[CH3:29])=[CH:22][CH:23]=4)=[C:13]([C:14]([F:17])([F:16])[F:15])[C:8]=3[N:7]=[N:6]2)[CH2:3][CH2:2]1 |f:3.4|. Procedure: 1-{4-[1-(Cyclopropylmethyl)-4-(trifluoromethyl)-1H-benzotriazol-5-yl]phenyl}methanamine (19 mg, 0.055 mmol), L-lactic acid (9.9 mg, 0.11 mmol, 2 equiv), N,N-diisopropylethylamine (48 μL, 0.27 mmol, 5 equiv) and (1H-benzotriazol-1-yloxy) (tripyrrolidin-1-yl) phosphonium tetrafluoroborate (43 mg, 0.082 mmol, 1.5 equiv) were combined in dichloromethane (1.5 mL) and stirred for 15 minutes. The mixture was concentrated in vacuo and the residue was purified by preparative reverse phase HPLC (95:5 to 5... Starting materials: O=C1N(CC(CC1CC)CCC1=CC=C(C(=O)OCC(C)C)C=C1)C(=O)O (4-(2-[2-oxo-3-ethylcarboxypiperidin-5-yl]ethyl)benzoic acid, 2,2-dimethylethyl ester), P12(=S)SP3(=S)SP(=S)(S1)SP(=S)(S2)S3 (phosphorus pentasulfide). Solvent: O1CCCC1 (tetrahydrofuran). Conditions: temperature 60 celsius. Yields the product S=C1N(CC(CC1CC)CCC1=CC=C(C(=O)OCC(C)C)C=C1)C(=O)O (4-(2-[2-thioxo-3-ethylcarboxypiperidin-5-yl]ethyl)benzoic acid, 2,2-dimethylethyl ester). As a reaction SMILES: O=[C:2]1[CH:7]([CH2:8][CH3:9])[CH2:6][CH:5]([CH2:10][CH2:11][C:12]2[CH:24]=[CH:23][C:15]([C:16]([O:18][CH2:19][CH:20]([CH3:22])[CH3:21])=[O:17])=[CH:14][CH:13]=2)[CH2:4][N:3]1[C:25]([OH:27])=[O:26].P12(SP3(SP(SP(S3)(S1)=S)(=S)S2)=S)=[S:29]>O1CCCC1>[S:29]=[C:2]1[CH:7]([CH2:8][CH3:9])[CH2:6][CH:5]([CH2:10][CH2:11][C:12]2[CH:24]=[CH:23][C:15]([C:16]([O:18][CH2:19][CH:20]([CH3:22])[CH3:21])=[O:17])=[CH:14][CH:13]=2)[CH2:4][N:3]1[C:25]([OH:27])=[O:26]. Reported procedure: A mixture of 3.75 g (10 mmol) of 4-(2-[2-oxo-3-ethylcarboxypiperidin-5-yl]ethyl)benzoic acid, 2,2-dimethylethyl ester and 2.44 g (5.5 mmol) of phosphorus pentasulfide in 70 mL of tetrahydrofuran is heated at 60° C. until complete conversion is obtained. The mixture is evaporated to a residue which is purified by chromatography on silica gel, providing 4-(2-[2-thioxo-3-ethylcarboxypiperidin-5-yl]ethyl)benzoic acid, 2,2-dimethylethyl ester. Starting materials: [Cl-].C(C(C)(C)C)[Zn+] (neopentyl zinc chloride), IC=1C=C2C(CCOC2=CC1)O (6-iodo-chroman-4-ol). The reagents and catalysts are C1=CC=C(C=C1)P([C-]2C=CC=C2)C3=CC=CC=C3.C1=CC=C(C=C1)P([C-]2C=CC=C2)C3=CC=CC=C3.Cl[Pd]Cl.[Fe+2] (Pd(dppf)Cl2). The solvent is C1CCOC1 (THF), C1CCOC1 (THF). Run at temperature 0 celsius, time 19 hour. The product is C(C(C)(C)C)C=1C=C2C(CCOC2=CC1)O (6-neopentylchroman-4-ol). RXN SMILES: I[C:2]1[CH:3]=[C:4]2[C:9](=[CH:10][CH:11]=1)[O:8][CH2:7][CH2:6][CH:5]2[OH:12].[Cl-].[CH2:14]([Zn+])[C:15]([CH3:18])([CH3:17])[CH3:16]>C1COCC1.C1C=CC(P(C2C=CC=CC=2)[C-]2C=CC=C2)=CC=1.C1C=CC(P(C2C=CC=CC=2)[C-]2C=CC=C2)=CC=1.Cl[Pd]Cl.[Fe+2]>[CH2:14]([C:2]1[CH:3]=[C:4]2[C:9](=[CH:10][CH:11]=1)[O:8][CH2:7][CH2:6][CH:5]2[OH:12])[C:15]([CH3:18])([CH3:17])[CH3:16] |f:1.2,4.5.6.7|. Reported procedure: To a flame dried round bottom flask containing 6-iodo-chroman-4-ol (3.0 g, 10.8 mmol) and Pd(dppf)Cl2 (0.44 g, 0.54 mmol) was added 6 ml of anhydrous THF and the mixture chilled to 0° C. The mixture was treated with neopentyl zinc chloride (prepared as previously described) (50 ml, 30 mmol, 0.6 M in THF) and stirred under nitrogen at r.t. for 19 h. followed by 5 h at 50° C. (oil bath). The reaction was cooled to r.t. and quenched with NH4Cl and extracted with EtOAc. The organic layer was dried o... Reactants: BrC1=CC=C(C=C1)C1(CC1)C(=O)N1CC2(CC1)OC(C=1C=NC=CC12)=O (1′-{[1-(4-bromophenyl)cyclopropyl]carbonyl}-3H-spiro[furo[3,4-c]pyridine-1,3′-pyrrolidin]-3-one), N1N=CC2=CC=CC=C12 (1H-Indazole), C1(=CC=CC=C1)C (toluene), CN[C@@H]1[C@H](CCCC1)NC ((1S,2S)—N,N′-dimethylcyclohexane-1,2-diamine), P(=O)([O-])([O-])[O-].[K+].[K+].[K+] (potassium phosphate). Reagents/catalysts: [Cu]I (copper(I) iodide). The product is N=1N(C=C2C=CC=CC12)C1=CC=C(C=C1)C1(CC1)C(=O)N1C[C@]2(CC1)OC(C=1C=NC=CC12)=O ((1R)-1′-({1-[4-(2H-Indazol-2-yl)phenyl]cyclopropyl}carbonyl)-3H-spiro[furo[3,4-c]pyridine-1,3′-pyrrolidin]-3-one). RXN SMILES: Br[C:2]1[CH:7]=[CH:6][C:5]([C:8]2([C:11]([N:13]3[CH2:17][CH2:16][C:15]4([C:25]5[CH:24]=[CH:23][N:22]=[CH:21][C:20]=5[C:19](=[O:26])[O:18]4)[CH2:14]3)=[O:12])[CH2:10][CH2:9]2)=[CH:4][CH:3]=1.[NH:27]1[C:35]2[C:30](=[CH:31][CH:32]=[CH:33][CH:34]=2)[CH:29]=[N:28]1.C1(C)C=CC=CC=1.CN[C@H]1CCCC[C@@H]1NC.P([O-])([O-])([O-])=O.[K+].[K+].[K+]>[Cu]I>[N:27]1[N:28]([C:2]2[CH:7]=[CH:6][C:5]([C:8]3([C:11]([N:13]4[CH2:17][CH2:16][C@@:15]5([C:25]6[CH:24]=[CH:23][N:22]=[CH:21][C:20]=6[C:19](=[O:26])[O:18]5)[CH2:14]4)=[O:12])[CH2:10][CH2:9]3)=[CH:4][CH:3]=2)[CH:29]=[C:30]2[C:35]=1[CH:34]=[CH:33][CH:32]=[CH:31]2 |f:4.5.6.7|. Procedure: To a solution of 1′-{[1-(4-bromophenyl)cyclopropyl]carbonyl}-3H-spiro[furo[3,4-c]pyridine-1,3′-pyrrolidin]-3-one (30 mg, 0.00007 mol), 1H-Indazole (10.3 mg, 0.0000871 mol) in toluene (1 mL, 0.01 mol) were added (1S,2S)—N,N′-dimethylcyclohexane-1,2-diamine (2.1 mg, 0.000014 mol), copper(I) iodide (1 mg, 0.000007 mol), and potassium phosphate (32.4 mg, 0.000152 mol) in a sealed vial. The mixture was microwaved at 150 Celsius for 60 minutes. Then the mixture was cooled down to r.t. and filtered. Th... Reactants: CN(C(C1=CC=CC=C1)=O)C (N,N-dimethylbenzamide), C(C(=O)Cl)(=O)Cl (oxalyl chloride), C(C)(=O)[O-].[Na+] (sodium acetate), N1C=CC=C1 (pyrrole). The solvent is ClCCCl (1,2-dichloroethane). Reaction conditions: time 24 hour. The product is C(C1=CC=CC=C1)(=O)C=1NC=CC1 (2-benzoylpyrrole). As a reaction SMILES: CN(C)[C:3](=[O:10])[C:4]1[CH:9]=[CH:8][CH:7]=[CH:6][CH:5]=1.C(Cl)(=O)C(Cl)=O.[NH:18]1[CH:22]=[CH:21][CH:20]=[CH:19]1.C([O-])(=O)C.[Na+]>ClCCCl>[C:3]([C:19]1[NH:18][CH:22]=[CH:21][CH:20]=1)(=[O:10])[C:4]1[CH:5]=[CH:6][CH:7]=[CH:8][CH:9]=1 |f:3.4|. Procedure: To a solution of N,N-dimethylbenzamide (48.0 g, 0.32 mol) in 1,2-dichloroethane (500 mL) was added oxalyl chloride (48.0 g, 0.38 mol). The reaction mixture was stirred for 24 hours at room temperature. To the reaction mixture was then added pyrrole (22.0 g, 0.33 mol). The reaction mixture was again stirred for 24 hours at room temperature. Aqueous sodium acetate (20%, 200 mL) was added to the reaction mixture and vigorous stirring was continued for 24 hours at room temperature. The organic layer...